Dataset: the Open Reaction Database (ORD), a public repository of structured organic reaction records. Task: describe an organic reaction: reactants, conditions, products, and yield Reactants: ClC1=C(C(=O)C(C(=O)OCC)=CN(C)C)C=CC(=C1)F (ethyl 2-(2-chloro-4-fluoro-benzoyl)-3-dimethylamino-acrylate), [N+](=O)(O)[O-].[N+](=O)(O)[O-].COC=1C=C(C=CC1N1C=NC(=C1)C)NC(=N)N (N-[3-methoxy-4-(4-methyl-imidazol-1-yl)-phenyl]-guanidine dinitrate). The product is ClC1=C(C=CC(=C1)F)C1=NC(=NC=C1C(=O)OCC)NC1=CC(=C(C=C1)N1C=NC(=C1)C)OC (Ethyl 4-(2-chloro-4-fluoro-phenyl)-2-[3-methoxy-4-(4-methyl-imidazol-1-yl)-phenylamino]-pyrimidine-5-carboxylate), solid. Yield: 21.0%. Reaction SMILES: [Cl:1][C:2]1[CH:19]=[C:18]([F:20])[CH:17]=[CH:16][C:3]=1[C:4]([C:6](=[CH:12]N(C)C)[C:7]([O:9][CH2:10][CH3:11])=[O:8])=O.[N+]([O-])(O)=O.[N+]([O-])(O)=O.[CH3:29][O:30][C:31]1[CH:32]=[C:33]([NH:43][C:44]([NH2:46])=[NH:45])[CH:34]=[CH:35][C:36]=1[N:37]1[CH:41]=[C:40]([CH3:42])[N:39]=[CH:38]1>>[Cl:1][C:2]1[CH:19]=[C:18]([F:20])[CH:17]=[CH:16][C:3]=1[C:4]1[C:6]([C:7]([O:9][CH2:10][CH3:11])=[O:8])=[CH:12][N:46]=[C:44]([NH:43][C:33]2[CH:34]=[CH:35][C:36]([N:37]3[CH:41]=[C:40]([CH3:42])[N:39]=[CH:38]3)=[C:31]([O:30][CH3:29])[CH:32]=2)[N:45]=1 |f:1.2.3|. Procedure details: The title compound was prepared from crude ethyl 2-(2-chloro-4-fluoro-benzoyl)-3-dimethylamino-acrylate (50 mg, 0.17 mmol) and N-[3-methoxy-4-(4-methyl-imidazol-1-yl)-phenyl]-guanidine dinitrate (51 mg, 0.14 mmol) using in analogous manner the procedure described in example 28b). Obtained as a yellow solid (14 mg, 21%). Procedure details: To 2 lt of refluxing water, 3 ml of 40% aqueous tetrabutylammonium hydroxide, 250 ml of salicylaldehyde and 280 ml of trans-1,4-dichloro-2-butene are added while vigorously stirring, followed by the dropwise addition of the solution of 83 g of sodium hydroxide in 400 ml of water at such a rate that the pH of the mixture is kept between 7 and 8 (ca 25 minutes). Thereafter the mixture is refluxed for about 6 minutes until the pH is about 7, cooled to 20° and the aqueous layer is extracted with die... RXN SMILES: [OH-].C([N+](CCCC)(CCCC)CCCC)CCC.[CH:19](=[O:27])[C:20]1[C:21](=[CH:23][CH:24]=[CH:25][CH:26]=1)[OH:22].[Cl:28][CH2:29]/[CH:30]=[CH:31]/[CH2:32]Cl.[OH-].[Na+]>O>[Cl:28][CH2:29]/[CH:30]=[CH:31]/[CH2:32][O:22][C:21]1[CH:23]=[CH:24][CH:25]=[CH:26][C:20]=1[CH:19]=[O:27] |f:0.1,4.5|. Solvent: O (water), O (water). Reactants: [OH-].C(CCC)[N+](CCCC)(CCCC)CCCC (tetrabutylammonium hydroxide), C(C=1C(O)=CC=CC1)=O (salicylaldehyde), ClC\C=C\CCl (trans-1,4-dichloro-2-butene), [OH-].[Na+] (sodium hydroxide). Product: ClC/C=C/COC1=C(C=O)C=CC=C1 (2-(4-chloro-trans-2-butenyloxy)-benzaldehyde). Product: Brc1cnc(N2CCOCC2)nc1. RXN SMILES: [C:1](=[O:2])([O-:3])[O-:4].[CH2:15]1[CH2:16][O:17][CH2:18][CH2:19][NH:20]1.[Cl:7][c:8]1[n:9][cH:10][c:11]([Br:14])[cH:12][n:13]1.[K+:5].[K+:6].[O:21]=[CH:22][N:23]([CH3:24])[CH3:25]>>[c:8]1([N:20]2[CH2:15][CH2:16][O:17][CH2:18][CH2:19]2)[n:9][cH:10][c:11]([Br:14])[cH:12][n:13]1. The reactants are O=C([O-])[O-], C1COCCN1, Clc1ncc(Br)cn1, [K+], [K+], CN(C)C=O. Reactants: FC(C1=NNC=C1)(F)F (3-(trifluoromethyl)-1H-pyrazole), C([O-])([O-])=O.[Cs+].[Cs+] (caesium carbonate), OC1=C(C=NO)C=CC=C1 (2-hydroxybenzaldehyde-oxime), FC1=C(CN2N=C(C=3C2=NC=CC3)C=3N=C(C2=C(N3)NC(C2(C)C)=O)I)C=CC=C1 (2-[1-(2-Fluorobenzyl)-1H-pyrazolo[3,4-b]pyridin-3-yl]-4-iodo-5,5-dimethyl-5,7-dihydro-6H-pyrrolo[2,3-d]pyrimidin-6-one). Reagents/catalysts: [Cu-]=O (copper(I) oxide). Run in C(C)#N (acetonitrile). Conditions: temperature 200 celsius. The product is FC1=C(CN2N=C(C=3C2=NC=CC3)C=3N=C(C2=C(N3)NC(C2(C)C)=O)N2N=C(C=C2)C(F)(F)F)C=CC=C1 (2-[1-(2-Fluorobenzyl)-1H-pyrazolo[3,4-b]pyridin-3-yl]-5,5-dimethyl-4-[3-(trifluoromethyl)-1H-pyrazol-1-yl]-5,7-dihydro-6H-pyrrolo[2,3-d]pyrimidin-6-one). Reaction SMILES: [F:1][C:2]1[CH:30]=[CH:29][CH:28]=[CH:27][C:3]=1[CH2:4][N:5]1[C:9]2=[N:10][CH:11]=[CH:12][CH:13]=[C:8]2[C:7]([C:14]2[N:15]=[C:16](I)[C:17]3[C:22]([CH3:24])([CH3:23])[C:21](=[O:25])[NH:20][C:18]=3[N:19]=2)=[N:6]1.[F:31][C:32]([F:39])([F:38])[C:33]1[CH:37]=[CH:36][NH:35][N:34]=1.C(=O)([O-])[O-].[Cs+].[Cs+].OC1C=CC=CC=1C=NO>C(#N)C.[Cu-]=O>[F:1][C:2]1[CH:30]=[CH:29][CH:28]=[CH:27][C:3]=1[CH2:4][N:5]1[C:9]2=[N:10][CH:11]=[CH:12][CH:13]=[C:8]2[C:7]([C:14]2[N:15]=[C:16]([N:35]3[CH:36]=[CH:37][C:33]([C:32]([F:39])([F:38])[F:31])=[N:34]3)[C:17]3[C:22]([CH3:24])([CH3:23])[C:21](=[O:25])[NH:20][C:18]=3[N:19]=2)=[N:6]1 |f:2.3.4|. Procedure: Under argon atmosphere, 200 mg (purity 62%, 0.24 mmol) of 2-[1-(2-fluorobenzyl)-1H-pyrazolo[3,4-b]pyridin-3-yl]-4-iodo-5,5-dimethyl-5,7-dihydro-6H-pyrrolo[2,3-d]pyrimidin-6-one (example 15A) was suspended in 2.5 ml of absolute acetonitrile, and 656 mg (4.82 mmol) of 3-(trifluoromethyl)-1H-pyrazole, 157 mg (0.48 mmol) of caesium carbonate, 7 mg (0.05 mmol) of copper(I) oxide and 26 mg (0.19 mmol) of 2-hydroxybenzaldehyde-oxime were added. The mixture was heated in the microwave for 1 h at 200° C.... The reactants are COC(=O)c1ccc(Br)c(C)c1, O=C([O-])[O-], CC(=O)[O-], CC(=O)[O-], C1CCNCC1, [Cs+], [Cs+], C1COCCO1, [Pd+2], c1ccc(P(c2ccccc2)c2ccc3ccccc3c2-c2c(P(c3ccccc3)c3ccccc3)ccc3ccccc23)cc1. Yields the product COC(=O)c1ccc(N2CCCCC2)c(C)c1. Reaction SMILES: [Br:47][c:48]1[c:49]([CH3:58])[cH:50][c:51]([C:52](=[O:53])[O:54][CH3:55])[cH:56][cH:57]1.[C:59](=[O:60])([O-:61])[O-:62].[C:77]([O-:78])(=[O:79])[CH3:80].[C:82]([O-:83])(=[O:84])[CH3:85].[CH2:65]1[CH2:66][CH2:67][NH:68][CH2:69][CH2:70]1.[Cs+:63].[Cs+:64].[O:71]1[CH2:72][CH2:73][O:74][CH2:75][CH2:76]1.[Pd+2:81].[cH:1]1[cH:2][cH:3][c:4]([P:5]([c:6]2[cH:7][cH:8][c:9]3[c:10]([cH:11][cH:12][cH:13][cH:14]3)[c:15]2-[c:16]2[c:17]3[c:18]([cH:19][cH:20][cH:21][cH:22]3)[cH:23][cH:24][c:25]2[P:26]([c:27]2[cH:28][cH:29][cH:30][cH:31][cH:32]2)[c:33]2[cH:34][cH:35][cH:36][cH:37][cH:38]2)[c:39]2[cH:40][cH:41][cH:42][cH:43][cH:44]2)[cH:45][cH:46]1>>[c:48]1([N:68]2[CH2:67][CH2:66][CH2:65][CH2:70][CH2:69]2)[c:49]([CH3:58])[cH:50][c:51]([C:52](=[O:53])[O:54][CH3:55])[cH:56][cH:57]1. Starting materials: C(C1=CC=CC=C1)C1C(CCC2=CC=C(C=C12)Br)=O (1-benzyl-7-bromo-3,4-dihydronaphthalen-2(1H)-one), C(CC)(=O)N (propionamide), CC1=CC=C(C=C1)S(=O)(=O)O (4-methylbenzenesulfonic acid), C1(=CC=CC=C1)C (toluene). Solvent: CC(C)O (IPA). Run at time 2 hour. Product: C(C1=CC=CC=C1)C1=C(CCC2=CC=C(C=C12)Br)NC(CC)=O (N-(1-benzyl-7-bromo-3,4-dihydronaphthalen-2-yl)propionamide). The yield is 81.5%. As a reaction SMILES: [CH2:1]([CH:8]1[C:17]2[C:12](=[CH:13][CH:14]=[C:15]([Br:18])[CH:16]=2)[CH2:11][CH2:10][C:9]1=O)[C:2]1[CH:7]=[CH:6][CH:5]=[CH:4][CH:3]=1.[C:20]([NH2:24])(=[O:23])[CH2:21][CH3:22].CC1C=CC(S(O)(=O)=O)=CC=1.C1(C)C=CC=CC=1>CC(O)C>[CH2:1]([C:8]1[C:17]2[C:12](=[CH:13][CH:14]=[C:15]([Br:18])[CH:16]=2)[CH2:11][CH2:10][C:9]=1[NH:24][C:20](=[O:23])[CH2:21][CH3:22])[C:2]1[CH:7]=[CH:6][CH:5]=[CH:4][CH:3]=1. Procedure: In a three-necked flask equipped with a Dean-Stark apparatus, heating mantle and magnetic stirrer were charged 1-benzyl-7-bromo-3,4-dihydronaphthalen-2(1H)-one (23.50 g, 74.6 mmol), propionamide (13.62 g, 186 mmol) and 4-methylbenzenesulfonic acid (1.284 g, 7.46 mmol) followed by toluene (200 ml). The resulting solution was heated to reflux overnight and monitored by HPLC (<6% starting material remained). The reaction mixture was cooled to r.t. and a suspension formed. To the mixture was added I... Starting materials: CC(C)(C)OC(=O)N1C2CCC1CC(Cc1ccc(Cl)c(Cl)c1)C2, ClCCl, O=C(O)C(F)(F)F. Yields the product Clc1ccc(CC2CC3CCC(C2)N3)cc1Cl. Reaction SMILES: [C:1]([O:2][C:3](=[O:4])[N:8]1[CH:9]2[CH2:10][CH:11]([CH2:16][c:17]3[cH:18][c:19]([Cl:24])[c:20]([Cl:23])[cH:21][cH:22]3)[CH2:12][CH:13]1[CH2:14][CH2:15]2)([CH3:5])([CH3:6])[CH3:7].[Cl:32][CH2:33][Cl:34].[F:25][C:26]([F:27])([F:28])[C:29]([OH:30])=[O:31]>>[NH:8]1[CH:9]2[CH2:10][CH:11]([CH2:16][c:17]3[cH:18][c:19]([Cl:24])[c:20]([Cl:23])[cH:21][cH:22]3)[CH2:12][CH:13]1[CH2:14][CH2:15]2.